From a dataset of the Open Reaction Database (ORD), a public repository of structured organic reaction records. describe an organic reaction: reactants, conditions, products, and yield The reactants are C1CCNCC1, CN1CC(=O)NC1=O, CCO, O=Cc1cnn2ccc(Nc3cccc(Cl)c3)nc12. Product: CN1C(=O)NC(=O)C1=Cc1cnn2ccc(Nc3cccc(Cl)c3)nc12. RXN SMILES: [CH2:28]1[CH2:29][CH2:30][NH:31][CH2:32][CH2:33]1.[CH3:20][N:21]1[CH2:22][C:23](=[O:24])[NH:25][C:26]1=[O:27].[CH3:34][CH2:35][OH:36].[Cl:1][c:2]1[cH:3][c:4]([NH:8][c:9]2[n:10][c:11]3[n:12]([cH:13][cH:14]2)[n:15][cH:16][c:17]3[CH:18]=[O:19])[cH:5][cH:6][cH:7]1>>[Cl:1][c:2]1[cH:3][c:4]([NH:8][c:9]2[n:10][c:11]3[n:12]([cH:13][cH:14]2)[n:15][cH:16][c:17]3[CH:18]=[C:22]2[N:21]([CH3:20])[C:26](=[O:27])[NH:25][C:23]2=[O:24])[cH:5][cH:6][cH:7]1.